From a dataset of the Open Reaction Database (ORD), a public repository of structured organic reaction records. describe an organic reaction: reactants, conditions, products, and yield Starting materials: FC(COC1=C(C=CC=C1)N1CCNCC1)(F)F (1-[2-(2,2,2-trifluoroethoxy)phenyl]piperazine), ClCCCN1C(N(C(C(=C1)C)=O)CC1=CC=CC=C1)=O (1-(3-chloropropyl)-3-benzyl-5-methyl-2,4(1H,3H)-pyrimidinedione). Product: Cl.C(C1=CC=CC=C1)N1C(N(C=C(C1=O)C)CCCN1CCN(CC1)C1=C(C=CC=C1)OCC(F)(F)F)=O (3-benzyl-1-(3-{4-(2-(2,2,2-trifluoroethoxy)phenyl]piperazin-1-yl}propyl)-5-methyl-2,4(1H,3H)-pyrimidinedione hydrochloride). RXN SMILES: [F:1][C:2]([F:18])([F:17])[CH2:3][O:4][C:5]1[CH:10]=[CH:9][CH:8]=[CH:7][C:6]=1[N:11]1[CH2:16][CH2:15][NH:14][CH2:13][CH2:12]1.[Cl:19][CH2:20][CH2:21][CH2:22][N:23]1[CH:28]=[C:27]([CH3:29])[C:26](=[O:30])[N:25]([CH2:31][C:32]2[CH:37]=[CH:36][CH:35]=[CH:34][CH:33]=2)[C:24]1=[O:38]>>[ClH:19].[CH2:31]([N:25]1[C:26](=[O:30])[C:27]([CH3:29])=[CH:28][N:23]([CH2:22][CH2:21][CH2:20][N:14]2[CH2:15][CH2:16][N:11]([C:6]3[CH:7]=[CH:8][CH:9]=[CH:10][C:5]=3[O:4][CH2:3][C:2]([F:1])([F:17])[F:18])[CH2:12][CH2:13]2)[C:24]1=[O:38])[C:32]1[CH:33]=[CH:34][CH:35]=[CH:36][CH:37]=1 |f:2.3|. Procedure: substituting 1-[2-(2,2,2-trifluoroethoxy)phenyl]piperazine and 1-(3-chloropropyl)-3-benzyl-5-methyl-2,4(1H,3H)-pyrimidinedione gave 3-benzyl-1-(3-{4-(2-(2,2,2-trifluoroethoxy)phenyl]piperazin-1-yl}propyl)-5-methyl-2,4(1H,3H)-pyrimidinedione hydrochloride, m.p. 168°-169° C.; Anal.: Calcd. for C27H31F3N4O3.(HCl)1.9 : C, 55.01; H, 5.69; N, 9.50%; Found: C, 54.95; H, 5.59; N, 9.43%; Reactants: ClC=1C=CC2=C(C=3N(CC(N2C)=O)C(=NN3)C(F)(F)F)C1 (10-chloro-7-methyl-3-(trifluoromethyl)-5H-s-triazolo[4,3-d] [1,4] benzodiazepin- 6(7H)-one), N1CCOCC1 (morpholine). Product: ClC=1C=CC(=C(C1)C1=NN=C(N1CC(N1CCOCC1)=O)C(F)(F)F)NC (3-[5-chloro-2-(methylamino)phenyl]-4-[2-oxo-2-(4-morpholinyl)ethyl]-5-(trifluoromethyl)-1,2,4-triazole). As a reaction SMILES: [Cl:1][C:2]1[CH:3]=[CH:4][C:5]2[N:11]([CH3:12])[C:10](=[O:13])[CH2:9][N:8]3[C:14]([C:17]([F:20])([F:19])[F:18])=[N:15][N:16]=[C:7]3[C:6]=2[CH:21]=1.[NH:22]1[CH2:27][CH2:26][O:25][CH2:24][CH2:23]1>>[Cl:1][C:2]1[CH:3]=[CH:4][C:5]([NH:11][CH3:12])=[C:6]([C:7]2[N:8]([CH2:9][C:10](=[O:13])[N:22]3[CH2:27][CH2:26][O:25][CH2:24][CH2:23]3)[C:14]([C:17]([F:20])([F:18])[F:19])=[N:15][N:16]=2)[CH:21]=1. Procedure details: 4.8 g. (0.0152 mole) of 10-chloro-7-methyl-3-(trifluoromethyl)-5H-s-triazolo[4,3-d] [1,4] benzodiazepin- 6(7H)-one from example 1a are dissolved in 40 ml. of morpholine and the resulting solution is refluxed for 3 days. The morpholine is removed under vacuum, 3N aqueous NaOH is added, and the mixture is extracted with benzene. The benzene solution is dried over Na2SO4, decanted from drying agent, and the solvent removed under vacuum to yield a gum. This gum is chromatographed on silica gel plate...